Dataset: the Open Reaction Database (ORD), a public repository of structured organic reaction records. Task: describe an organic reaction: reactants, conditions, products, and yield Starting materials: C1CO1 (ethylene oxide), Grignard reagent, FC(OC1=CC=C(C=C1)Br)(F)F (4-trifluoromethoxybromobenzene), Mg, Cl (HCl). The solvent is CCOCC (ether). Run at temperature -50 celsius, time 1 hour. Product: FC(OC1=CC=C(C=C1)CCO)(F)F (2-(4-trifluoromethoxyphenyl)ethanol). Yield: 32.0%. As a reaction SMILES: [F:1][C:2]([F:12])([F:11])[O:3][C:4]1[CH:9]=[CH:8][C:7](Br)=[CH:6][CH:5]=1.[CH2:13]1[O:15][CH2:14]1.Cl>CCOCC>[F:1][C:2]([F:12])([F:11])[O:3][C:4]1[CH:9]=[CH:8][C:7]([CH2:13][CH2:14][OH:15])=[CH:6][CH:5]=1. Procedure: A Grignard reagent prepared from 4-trifluoromethoxybromobenzene (54 g, 220 mmol) and dried Mg (5.4 g, 220 mmol) in 250 ml ether solvent was cooled down to -50° C., followed by gradually dropwise adding thereto ethylene oxide (29.3 g, 670 mmol), gradually heating the resulting reaction mixture up to room temperature, further stirring it for one hour at room temperature, adding the reaction solution to 6N HCl (300 ml), extracting the resulting product with ethyl acetate, washing the extraction sol...